From a dataset of the Open Reaction Database (ORD), a public repository of structured organic reaction records. describe an organic reaction: reactants, conditions, products, and yield Yields the product NCCCCOc1ccccc1. As a reaction SMILES: [CH3:26][CH2:27][OH:28].[NH2:24][NH2:25].[O:1]([c:2]1[cH:3][cH:4][cH:5][cH:6][cH:7]1)[CH2:8][CH2:9][CH2:10][CH2:11][N:12]1[C:13](=[O:14])[c:15]2[cH:16][cH:17][cH:18][cH:19][c:20]2[C:21]1=[O:22].[OH2:23]>>[O:1]([c:2]1[cH:3][cH:4][cH:5][cH:6][cH:7]1)[CH2:8][CH2:9][CH2:10][CH2:11][NH2:12]. Reactants: CCO, NN, O=C1c2ccccc2C(=O)N1CCCCOc1ccccc1, O. Starting materials: BrC1=CC=C2C(=NC=NC2=C1)Cl (7-bromo-4-chloro-quinazoline), NC1=NC=C(C=C1)C(F)(F)F (2-amino-5-trifluoromethyl-pyridine). The product is BrC1=CC=C2C(=NC=NC2=C1)NC1=NC=C(C=C1)C(F)(F)F ((7-bromo-quinazolin-4-yl)-(5-trifluoromethyl-pyridin-2-yl)-amine). As a reaction SMILES: [Br:1][C:2]1[CH:11]=[C:10]2[C:5]([C:6](Cl)=[N:7][CH:8]=[N:9]2)=[CH:4][CH:3]=1.[NH2:13][C:14]1[CH:19]=[CH:18][C:17]([C:20]([F:23])([F:22])[F:21])=[CH:16][N:15]=1>>[Br:1][C:2]1[CH:11]=[C:10]2[C:5]([C:6]([NH:13][C:14]3[CH:19]=[CH:18][C:17]([C:20]([F:22])([F:21])[F:23])=[CH:16][N:15]=3)=[N:7][CH:8]=[N:9]2)=[CH:4][CH:3]=1. Procedure: Heat a mixture of 7-bromo-4-chloro-quinazoline (200 mg, 0.821 mmol) and 2-amino-5-trifluoromethyl-pyridine (239 mg, 1.48 mmol) at 230° C. for 2 minutes. Cool and partition the solid residue between EtOAc and 10% NaOH. Dry the EtOAc layer (Na2SO4), remove the solvent under reduced pressure, and purify via flash chromatography to yield (7-bromo-quinazolin-4-yl)-(5-trifluoromethyl-pyridin-2-yl)-amine as a yellow solid. The reactants are O=C1CCC(=O)N1Br, Cc1cc(Br)cc(Br)c1, O=C(OOC(=O)c1ccccc1)c1ccccc1, c1ccccc1. As a reaction SMILES: [Br:10][N:11]1[C:12](=[O:13])[CH2:14][CH2:15][C:16]1=[O:17].[Br:1][c:2]1[cH:3][c:4]([CH3:9])[cH:5][c:6]([Br:8])[cH:7]1.[C:18]([O:19][O:20][C:21](=[O:22])[c:23]1[cH:24][cH:25][cH:26][cH:27][cH:28]1)(=[O:29])[c:30]1[cH:31][cH:32][cH:33][cH:34][cH:35]1.[cH:36]1[cH:37][cH:38][cH:39][cH:40][cH:41]1>>[Br:1][c:2]1[cH:3][c:4]([CH2:9][Br:10])[cH:5][c:6]([Br:8])[cH:7]1. Product: BrCc1cc(Br)cc(Br)c1. Starting materials: CS(=O)(=O)OCC(F)(F)F, CN(C)C=O, O=C(c1ccc2[nH]c(C(=O)N3CCC(F)(F)CC3)cc2c1)N1CCC(N2CCCC2)CC1, [H-], [Na+]. Product: O=C(c1ccc2c(c1)cc(C(=O)N1CCC(F)(F)CC1)n2CC(F)(F)F)N1CCC(N2CCCC2)CC1. RXN SMILES: [CH3:35][S:36]([O:37][CH2:40][C:41]([F:42])([F:43])[F:44])(=[O:38])=[O:39].[CH3:45][N:46]([CH3:47])[CH:48]=[O:49].[F:1][C:2]1([F:32])[CH2:3][CH2:4][N:5]([C:8](=[O:9])[c:10]2[nH:11][c:12]3[cH:13][cH:14][c:15]([C:19](=[O:20])[N:21]4[CH2:22][CH2:23][CH:24]([N:27]5[CH2:28][CH2:29][CH2:30][CH2:31]5)[CH2:25][CH2:26]4)[cH:16][c:17]3[cH:18]2)[CH2:6][CH2:7]1.[H-:33].[Na+:34]>>[F:1][C:2]1([F:32])[CH2:3][CH2:4][N:5]([C:8](=[O:9])[c:10]2[n:11]([CH2:40][C:41]([F:42])([F:43])[F:44])[c:12]3[cH:13][cH:14][c:15]([C:19](=[O:20])[N:21]4[CH2:22][CH2:23][CH:24]([N:27]5[CH2:28][CH2:29][CH2:30][CH2:31]5)[CH2:25][CH2:26]4)[cH:16][c:17]3[cH:18]2)[CH2:6][CH2:7]1.